describe an organic reaction: reactants, conditions, products, and yield From a dataset of the Open Reaction Database (ORD), a public repository of structured organic reaction records. The reactants are [S] (Sulphur), O.S(=O)(=O)([O-])[O-].[Zn+2] (Zinc sulphate monohydrate), O.S(=O)(=O)([O-])[O-].[Mg+2] (Magnesium sulphate monohydrate), Lignin sulfonate, sulfonate. The solvent is O (water). Yields the product [S] (Sulphur), S(=O)(=O)([O-])[O-].[Zn+2] (Zinc Sulphate), S(=O)(=O)([O-])[O-].[Mg+2] (Magnesium sulphate). The yield is 10.0%. RXN SMILES: [S:1].O.[S:3]([O-:7])([O-:6])(=[O:5])=[O:4].[Zn+2:8].O.[S:10]([O-:14])([O-:13])(=[O:12])=[O:11].[Mg+2:15]>O>[S:1].[S:3]([O-:7])([O-:6])(=[O:5])=[O:4].[Zn+2:8].[S:10]([O-:14])([O-:13])(=[O:12])=[O:11].[Mg+2:15] |f:1.2.3,4.5.6,9.10,11.12,^3:0,16|. Procedure: The mill base is prepared by milling a mixture of Sulphur (30%), Zinc sulphate monohydrate (50%) and Magnesium sulphate monohydrate (10%) Naphthalene sulfonate condensate (Tammol DN) (4%) Lignin sulfonate (Reax 100) (5%), and Napthalene sulfonate (1%) and the mixture is spray granulated as in Example 1 to get water dispersible granules of Sulphur 30%+Zinc Sulphate 50%+Magnesium sulphate 10%. The reactants are [Br-], CC(C)(C)OC(=O)N1CCC(NS(=O)(=O)c2ccc(F)c3ccccc23)CC1, CCCC[N+](CCCC)(CCCC)CCCC, CO, ClCCl, N#C[Na], CN(C)C=O. Product: CC(C)(C)OC(=O)N1CCC(NS(=O)(=O)c2ccc(C#N)c3ccccc23)CC1. As a reaction SMILES: [Br-:39].[C:1]([CH3:2])([CH3:3])([CH3:4])[O:5][C:6](=[O:7])[N:8]1[CH2:9][CH2:10][CH:11]([NH:14][S:15](=[O:16])(=[O:17])[c:18]2[cH:19][cH:20][c:21]([F:28])[c:22]3[cH:23][cH:24][cH:25][cH:26][c:27]23)[CH2:12][CH2:13]1.[CH2:40]([N+:41]([CH2:42][CH2:43][CH2:44][CH3:45])([CH2:46][CH2:47][CH2:48][CH3:49])[CH2:50][CH2:51][CH2:52][CH3:53])[CH2:54][CH2:55][CH3:56].[CH3:32][OH:33].[Cl:57][CH2:58][Cl:59].[Na:29][C:30]#[N:31].[O:34]=[CH:35][N:36]([CH3:37])[CH3:38]>>[C:1]([CH3:2])([CH3:3])([CH3:4])[O:5][C:6](=[O:7])[N:8]1[CH2:9][CH2:10][CH:11]([NH:14][S:15](=[O:16])(=[O:17])[c:18]2[cH:19][cH:20][c:21]([C:30]#[N:31])[c:22]3[cH:23][cH:24][cH:25][cH:26][c:27]23)[CH2:12][CH2:13]1. The reactants are O.NN (Hydrazine monohydrate), C1(C=2C(C(N1CCN1C=NC(=C1C1=CC=CC=C1)C1=CC=CC=C1)=O)=CC=CC2)=O (1-(2-phthalimidoethyl)-4,5-diphenylimidazole), Cl (HCl). Reported procedure: Step 3): 80% Hydrazine monohydrate (0.062 ml, 1.3 mmol) was added to a solution of 1-(2-phthalimidoethyl)-4,5-diphenylimidazole (0.32 g, 0.8 mmol) in methanol (20 ml) under refluxing. The reaction mixture was refluxed for 1 hour, then cooled. The mixture was made acidic slightly with 6N HCl and then filtered to remove phthalhydrazide. The filtrate was concentrated and then the residue was suspended in 2N NaOH. The suspended mixture was extracted with chloroform. The organic layer was washed with... Yield: 88.1%. The product is NCCN1C=NC(=C1C1=CC=CC=C1)C1=CC=CC=C1 (1-(2-aminoethyl)-4,5-diphenylimidazole). The solvent is CO (methanol). RXN SMILES: O.NN.C1(=O)[N:8]([CH2:9][CH2:10][N:11]2[C:15]([C:16]3[CH:21]=[CH:20][CH:19]=[CH:18][CH:17]=3)=[C:14]([C:22]3[CH:27]=[CH:26][CH:25]=[CH:24][CH:23]=3)[N:13]=[CH:12]2)C(=O)C2=CC=CC=C12.Cl>CO>[NH2:8][CH2:9][CH2:10][N:11]1[C:15]([C:16]2[CH:21]=[CH:20][CH:19]=[CH:18][CH:17]=2)=[C:14]([C:22]2[CH:27]=[CH:26][CH:25]=[CH:24][CH:23]=2)[N:13]=[CH:12]1 |f:0.1|. The reactants are FC(S(=O)(=O)OC=1C([C@@H]2CC[C@]3([C@@]4(CC[C@@]5([C@@H]([C@H]4CC[C@@H]3[C@]2(CC1)C)[C@@H](CC5)C(=C)C)NCCN5CCS(CC5)(=O)=O)C)C)(C)C)(F)F ((1R,3aS,5aR,5bR,7aR,11aR,11bR,13aR,13bR)-3a-((2-(1,1-dioxidothiomorpholino)ethyl)amino)-5a,5b,8,8,11a-pentamethyl-1-(prop-1-en-2-yl)-2,3,3a,4,5,5a,5b,6,7,7a,8,11,11a,11b,12,13,13a,13b-octadecahydro-1H-cyclopenta[a]chrysen-9-yl trifluoromethanesulfonate), C(#N)C1(CC=C(CC1)B1OC(C(O1)(C)C)(C)C)C(=O)OCC (ethyl 1-cyano-4-(4,4,5,5-tetramethyl-1,3,2-dioxaborolan-2-yl)cyclohex-3-enecarboxylate). Isolated yield 61.0%. The product is C(#N)C1(CC=C(CC1)C=1C([C@@H]2CC[C@]3([C@@]4(CC[C@@]5([C@@H]([C@H]4CC[C@@H]3[C@]2(CC1)C)[C@@H](CC5)C(=C)C)NCCN5CCS(CC5)(=O)=O)C)C)(C)C)C(=O)OCC (ethyl 1-cyano-4-((1R,3aS,5aR,5bR,7aR,11aS,11bR,13aR,13bR)-3a-((2-(1,1-dioxidothiomorpholino)ethyl)amino)-5a,5b,8,8,11a-pentamethyl-1-(prop-1-en-2-yl)-2,3,3a,4,5,5a,5b,6,7,7a,8,11,11a,11b,12,13,13a,13b-octadecahydro-1H-cyclopenta[a]chrysen-9-yl)cyclohex-3-enecarboxylate). Procedure: The title compound was prepared following the procedure described in general procedure Step 5, using (1R,3aS,5aR,5bR,7aR,11aR,11bR,13aR,13bR)-3a-((2-(1,1-dioxidothiomorpholino)ethyl)amino)-5a,5b,8,8,11a-pentamethyl-1-(prop-1-en-2-yl)-2,3,3a,4,5,5a,5b,6,7,7a,8,11,11a,11b,12,13,13a,13b-octadecahydro-1H-cyclopenta[a]chrysen-9-yl trifluoromethanesulfonate and ethyl 1-cyano-4-(4,4,5,5-tetramethyl-1,3,2-dioxaborolan-2-yl)cyclohex-3-enecarboxylate as reactants. The product was isolated as a mixture of ... RXN SMILES: FC(F)(F)S(O[C:7]1[C:8]([CH3:46])([CH3:45])[C@H:9]2[C@:22]([CH3:25])([CH2:23][CH:24]=1)[C@@H:21]1[C@:12]([CH3:44])([C@@:13]3([CH3:43])[C@H:18]([CH2:19][CH2:20]1)[C@H:17]1[C@H:26]([C:29]([CH3:31])=[CH2:30])[CH2:27][CH2:28][C@:16]1([NH:32][CH2:33][CH2:34][N:35]1[CH2:40][CH2:39][S:38](=[O:42])(=[O:41])[CH2:37][CH2:36]1)[CH2:15][CH2:14]3)[CH2:11][CH2:10]2)(=O)=O.[C:49]([C:51]1([C:66]([O:68][CH2:69][CH3:70])=[O:67])[CH2:56][CH2:55][C:54](B2OC(C)(C)C(C)(C)O2)=[CH:53][CH2:52]1)#[N:50]>>[C:49]([C:51]1([C:66]([O:68][CH2:69][CH3:70])=[O:67])[CH2:56][CH2:55][C:54]([C:7]2[C:8]([CH3:46])([CH3:45])[C@H:9]3[C@:22]([CH3:25])([CH2:23][CH:24]=2)[C@@H:21]2[C@:12]([CH3:44])([C@@:13]4([CH3:43])[C@H:18]([CH2:19][CH2:20]2)[C@H:17]2[C@H:26]([C:29]([CH3:31])=[CH2:30])[CH2:27][CH2:28][C@:16]2([NH:32][CH2:33][CH2:34][N:35]2[CH2:36][CH2:37][S:38](=[O:41])(=[O:42])[CH2:39][CH2:40]2)[CH2:15][CH2:14]4)[CH2:11][CH2:10]3)=[CH:53][CH2:52]1)#[N:50]. Reactants: ClC1=NC(=C2N=CN(C2=N1)C(CC)CC)Cl (2,6-dichoro-9-(1-ethylpropyl)-9H-purine), C(CCC)O (butanol), FC(OC1=CC=C(C=C1)N)(F)F (4-(trifluoromethoxy)-benzenamine). The solvent is C(C)(C)O (isopropanol). Run at time 22 hour. The product is ClC1=NC(=C2N=CN(C2=N1)C(CC)CC)NC1=CC=C(C=C1)OC(F)(F)F (2-chloro-9-(1-ethylpropyl)-N-[4-(trifluoromethoxy)-phenyl]-9H-purin-6-amine). As a reaction SMILES: [Cl:1][C:2]1[N:10]=[C:9]2[C:5]([N:6]=[CH:7][N:8]2[CH:11]([CH2:14][CH3:15])[CH2:12][CH3:13])=[C:4](Cl)[N:3]=1.C(O)CCC.[F:22][C:23]([F:33])([F:32])[O:24][C:25]1[CH:30]=[CH:29][C:28]([NH2:31])=[CH:27][CH:26]=1>C(O)(C)C>[Cl:1][C:2]1[N:10]=[C:9]2[C:5]([N:6]=[CH:7][N:8]2[CH:11]([CH2:14][CH3:15])[CH2:12][CH3:13])=[C:4]([NH:31][C:28]2[CH:29]=[CH:30][C:25]([O:24][C:23]([F:22])([F:32])[F:33])=[CH:26][CH:27]=2)[N:3]=1. Procedure details: The operation is carried out as in Stage 2 of Example 3 starting from 200 mg of the product obtained in Stage 1 of Example 3 and 4 ml of butanol and using 0.13 ml of 4-(trifluoromethoxy)-benzenamine in place of the benzylamine. The reaction medium is agitated at ambient temperature then taken to a temperature of 80 to 85° C. for 22 hours, left to return to ambient temperature, diluted with 4 ml of isopropanol, left for four hours at a temperature of approximately 0° C., followed by separating, w...